This data is from the Open Reaction Database (ORD), a public repository of structured organic reaction records. The task is: describe an organic reaction: reactants, conditions, products, and yield Reactants: COC=1C=C(C(C2=CC=CC3=CC=CC=C23)O)C=CC1 (3-methoxy-α-(1-naphthyl)benzyl alcohol), C1=C(C=CC2=CC=CC=C12)C=O (2-naphtaldehyde). Yields the product COC=1C=C(C(C2=CC3=CC=CC=C3C=C2)O)C=CC1 (3-methoxy-α-(2-naphthyl)benzyl alcohol). Reaction SMILES: [CH3:1][O:2][C:3]1[CH:4]=[C:5]([CH:18]=[CH:19][CH:20]=1)C(O)C1C2C(=CC=CC=2)C=CC=1.[CH:21]1[C:30]2[C:25](=[CH:26][CH:27]=[CH:28][CH:29]=2)[CH:24]=[CH:23][C:22]=1[CH:31]=[O:32]>>[CH3:1][O:2][C:3]1[CH:20]=[C:19]([CH:18]=[CH:5][CH:4]=1)[CH:31]([OH:32])[C:22]1[CH:23]=[CH:24][C:25]2[C:30](=[CH:29][CH:28]=[CH:27][CH:26]=2)[CH:21]=1. Procedure details: The compound 6 was prepared by following the synthesis procedure as described for compound 1, but substituting 1-naphtaldehyde for 2-naphtaldehyde.